From a dataset of the Open Reaction Database (ORD), a public repository of structured organic reaction records. describe an organic reaction: reactants, conditions, products, and yield The reactants are ClC1=CC2=C(NC(N2)=O)C=C1Cl (5,6-dichloro-1,3-dihydro-benzoimidazol-2-one), O=P(Cl)(Cl)Cl (POCl3), ice water, [OH-].[Na+] (NaOH). Yields the product ClC1=NC2=C(N1)C=C(C(=C2)Cl)Cl (2,5,6-Trichloro-1H-benzoimidazole). The yield is 90.0%. RXN SMILES: [Cl:1][C:2]1[C:11]([Cl:12])=[CH:10][C:5]2[NH:6][C:7](=O)[NH:8][C:4]=2[CH:3]=1.[OH-].[Na+].O=P(Cl)(Cl)[Cl:17]>>[Cl:17][C:7]1[NH:6][C:5]2[CH:10]=[C:11]([Cl:12])[C:2]([Cl:1])=[CH:3][C:4]=2[N:8]=1 |f:1.2|. Procedure: Thoroughly dried 5,6-dichloro-1,3-dihydro-benzoimidazol-2-one (28.4 g, 0.14 mol) was suspended in POCl3 (75 mL). The reaction solution was heated to reflux temperature for 3 hours and cooled to room temperature. The solution was poured into crushed ice/water (1.5 L) slowly with sufficient stirring. The solution was neutralized to pH=7.0 with NaOH. The precipitated solid was collected by filtration, washed with water, and dried to afford the title compound (27.9 g, 90%). The crude product was use...